This data is from the Open Reaction Database (ORD), a public repository of structured organic reaction records. The task is: describe an organic reaction: reactants, conditions, products, and yield The reactants are C(C1=CC=CC=C1)[C@H]1N(CC[C@@H](C1)N(C(C(F)(F)F)=O)CC1=CC=NC2=CC=CC=C12)C(C1=CC(=CC(=C1)Br)Br)=O ((2R*,4S*)-2-benzyl-1-(3,5-dibromobenzoyl)-N-(4-quinolylmethyl)-N-trifluoroacetyl-4-piperidinamine), [BH4-].[Na+] (sodium borohydride). The product is C(C1=CC=CC=C1)[C@H]1N(CC[C@@H](C1)NCC1=CC=NC2=CC=CC=C12)C(C1=CC(=CC(=C1)Br)Br)=O ((2R*,4S*)-2-Benzyl-1-(3,5-dibromobenzoyl)-N-(4-quinolylmethyl)-4-piperidinamine). RXN SMILES: [CH2:1]([C@@H:8]1[CH2:13][C@@H:12]([N:14]([CH2:21][C:22]2[C:31]3[C:26](=[CH:27][CH:28]=[CH:29][CH:30]=3)[N:25]=[CH:24][CH:23]=2)C(=O)C(F)(F)F)[CH2:11][CH2:10][N:9]1[C:32](=[O:41])[C:33]1[CH:38]=[C:37]([Br:39])[CH:36]=[C:35]([Br:40])[CH:34]=1)[C:2]1[CH:7]=[CH:6][CH:5]=[CH:4][CH:3]=1.[BH4-].[Na+]>>[CH2:1]([C@@H:8]1[CH2:13][C@@H:12]([NH:14][CH2:21][C:22]2[C:31]3[C:26](=[CH:27][CH:28]=[CH:29][CH:30]=3)[N:25]=[CH:24][CH:23]=2)[CH2:11][CH2:10][N:9]1[C:32](=[O:41])[C:33]1[CH:34]=[C:35]([Br:40])[CH:36]=[C:37]([Br:39])[CH:38]=1)[C:2]1[CH:7]=[CH:6][CH:5]=[CH:4][CH:3]=1 |f:1.2|. Procedure: 0.166 g (0.241 mmol) of (2R*,4S*)-2-benzyl-1-(3,5-dibromobenzoyl)-N-(4-quinolylmethyl)-N-trifluoroacetyl-4-piperidinamine is reacted with 0.037 g (0.96 mmol) of sodium borohydride in analogy to Example 2. The title compound ##STR69## is obtained (0.094 g, 66%) as white foam. TLC: methylene chloride/methanol/conc. ammonia (700:50:1) Rf =0.23, FD-MS: M+ =591,593, 595. Starting materials: C (charcoal), C(C)(=O)O (acetic acid), C(C)O (ethanol), NC(=O)CC1=CC=C(C=C1)CNC([C@H](NC(C(C1=CC=CC=C1)C1=CC=CC=C1)=O)CCCNC(=O)OCC1=CC=CC=C1)=O ((R)-N-[[4-(aminocarbonylmethyl)phenyl]methyl]-N2 -(diphenylacetyl)-N5 -(phenylmethoxycarbonyl)-ornithinamide). Reagents/catalysts: [Pd] (palladium). The solvent is CO (methanol). Yields the product NC(=O)CC1=CC=C(C=C1)CNC([C@H](NC(C(C1=CC=CC=C1)C1=CC=CC=C1)=O)CCCN)=O ((R)-N-[[4-(Aminocarbonylmethyl)phenyl]methyl]-N2 -(diphenylacetyl)-ornithinamide). The yield is 82.0%. RXN SMILES: C(O)(=O)C.C(O)C.[NH2:8][C:9]([CH2:11][C:12]1[CH:17]=[CH:16][C:15]([CH2:18][NH:19][C:20](=[O:52])[C@@H:21]([CH2:38][CH2:39][CH2:40][NH:41]C(OCC2C=CC=CC=2)=O)[NH:22][C:23](=[O:37])[CH:24]([C:31]2[CH:36]=[CH:35][CH:34]=[CH:33][CH:32]=2)[C:25]2[CH:30]=[CH:29][CH:28]=[CH:27][CH:26]=2)=[CH:14][CH:13]=1)=[O:10].C>[Pd].CO>[NH2:8][C:9]([CH2:11][C:12]1[CH:17]=[CH:16][C:15]([CH2:18][NH:19][C:20](=[O:52])[C@@H:21]([CH2:38][CH2:39][CH2:40][NH2:41])[NH:22][C:23](=[O:37])[CH:24]([C:31]2[CH:36]=[CH:35][CH:34]=[CH:33][CH:32]=2)[C:25]2[CH:26]=[CH:27][CH:28]=[CH:29][CH:30]=2)=[CH:14][CH:13]=1)=[O:10]. Procedure details: Prepared analogously to Example 1d) but using a mixture of glacial acetic acid and ethanol (1/1, v/v) as solvent instead of methanol, from (R)-N-[[4-(aminocarbonylmethyl)phenyl]methyl]-N2 -(diphenylacetyl)-N5 -(phenylmethoxycarbonyl)-ornithinamide by catalytic hydrogenation in the presence of palladium on animal charcoal in a yield of 82% of theory. Colourless amorphous substance. The reactants are CC1CNCC(O1)C (2,6-dimethylmorpholine), CN(C)C(=[N+](C)C)ON1C2=C(C=CC=C2)N=N1.[B-](F)(F)(F)F (TBTU), CCN(C(C)C)C(C)C (DIEA), C1(CC1)COC1=C(C=CC(=N1)C(=O)O)N1CC(C1)(F)F (6-cyclopropylmethoxy-5-(3,3-difluoro-azetidin-1-yl)-pyridine-2-carboxylic acid). Yields the product C1(CC1)COC1=C(C=CC(=N1)C(=O)N1CC(OC(C1)C)C)N1CC(C1)(F)F ([6-Cyclopropylmethoxy-5-(3,3-difluoro-azetidin-1-yl)-pyridin-2-yl]-(2,6-dimethyl-morpholin-4-yl)-methanone). RXN SMILES: [CH:1]1([CH2:4][O:5][C:6]2[N:11]=[C:10]([C:12]([OH:14])=O)[CH:9]=[CH:8][C:7]=2[N:15]2[CH2:18][C:17]([F:20])([F:19])[CH2:16]2)[CH2:3][CH2:2]1.[CH3:21][CH:22]1[O:27][CH:26]([CH3:28])[CH2:25][NH:24][CH2:23]1.CN(C(ON1N=NC2C=CC=CC1=2)=[N+](C)C)C.[B-](F)(F)(F)F.CCN(C(C)C)C(C)C>>[CH:1]1([CH2:4][O:5][C:6]2[N:11]=[C:10]([C:12]([N:24]3[CH2:23][CH:22]([CH3:21])[O:27][CH:26]([CH3:28])[CH2:25]3)=[O:14])[CH:9]=[CH:8][C:7]=2[N:15]2[CH2:18][C:17]([F:20])([F:19])[CH2:16]2)[CH2:2][CH2:3]1 |f:2.3|. Procedure: In analogy to the procedure described in Example 47 b), 6-cyclopropylmethoxy-5-(3,3-difluoro-azetidin-1-yl)-pyridine-2-carboxylic acid (Example 1 b)) was reacted with 2,6-dimethylmorpholine (141-91-3) in the presence of TBTU and DIEA to obtain the title compound as colorless oil; MS (EI): m/e=382.5 [MH+]. The reactants are CCOC(C)=O, COc1ccc(C2(C)CNC(=O)O2)cc1OC=C(C)C. The product is COc1ccc(C2(C)CNC(=O)O2)cc1OCC(C)C. As a reaction SMILES: [CH3:21][CH2:22][O:23][C:24](=[O:25])[CH3:26].[CH:1](=[C:2]([CH3:3])[CH3:4])[O:5][c:6]1[cH:7][c:8]([C:14]2([CH3:20])[CH2:15][NH:16][C:17](=[O:19])[O:18]2)[cH:9][cH:10][c:11]1[O:12][CH3:13]>>[CH2:1]([CH:2]([CH3:3])[CH3:4])[O:5][c:6]1[cH:7][c:8]([C:14]2([CH3:20])[CH2:15][NH:16][C:17](=[O:19])[O:18]2)[cH:9][cH:10][c:11]1[O:12][CH3:13]. The reactants are COC(=O)C1=CC=CC2=C1OC[C@@H](N2C2=NC=C(C=C2)C)CO ((S)-3-(hydroxymethyl)-4-(5-methylpyridin-2-yl)-3,4-dihydro-2H-benzo[b][1,4]oxazin-8-carboxylic acid methyl ester), COC(=O)C1=CC=CC2=C1OC[C@@H](N2C2=NC=C(C=C2)CC)CO ((S)-4-(5-ethylpyridin-2-yl)-3-(hydroxymethyl)-3,4-dihydro-2H-benzo[b][1,4]oxazin-8-carboxylic acid methyl ester), ( 34-6 ), [H-].[Na+] (NaH), CI (MeI). The solvent is C1CCOC1 (THF). Run at temperature 0 celsius, time 10 minute. Product: COC(=O)C1=CC=CC2=C1OC[C@@H](N2C2=NC=C(C=C2)C)COC ((S)-3-(methoxymethyl)-4-(5-methylpyridin-2-yl)-3,4-dihydro-2H-benzo[b][1,4]oxazin-8-carboxylic acid methyl ester). Isolated yield 85.0%. RXN SMILES: [CH3:1][O:2][C:3]([C:5]1[C:10]2[O:11][CH2:12][C@H:13]([CH2:22][OH:23])[N:14]([C:15]3[CH:20]=[CH:19][C:18]([CH3:21])=[CH:17][N:16]=3)[C:9]=2[CH:8]=[CH:7][CH:6]=1)=[O:4].[CH3:24]OC(C1C2OC[C@H](CO)N(C3C=CC(CC)=CN=3)C=2C=CC=1)=O.[H-].[Na+].CI>C1COCC1>[CH3:1][O:2][C:3]([C:5]1[C:10]2[O:11][CH2:12][C@H:13]([CH2:22][O:23][CH3:24])[N:14]([C:15]3[CH:20]=[CH:19][C:18]([CH3:21])=[CH:17][N:16]=3)[C:9]=2[CH:8]=[CH:7][CH:6]=1)=[O:4] |f:2.3|. Procedure: 3.0 g (9.5 mmol) of (S)-3-(hydroxymethyl)-4-(5-methylpyridin-2-yl)-3,4-dihydro-2H-benzo[b][1,4]oxazin-8-carboxylic acid methyl ester (compound 22) obtained in (34-6) were dissolved in 50 mL of THF. The solution was cooled to 0° C. and 1.1 g (28.6 mmol) of NaH was added slowly. The solution was stirred at 0° C. for 10 min and then at room temperature for 5 min. The solution was re-cooled to 0° C. and 120 uL (19.1 mmol) of MeI was added slowly. The mixture was placed at the same temperature for 1-... The reactants are [OH-].[K+] (potassium hydroxide), N(=O)[O-].[Na+] (sodium nitrite), Cl (hydrochloric acid), CC(C(=O)OCC)C(=O)C (ethyl 2-methylacetoacetate), aqueous solution, CC=1C=CC(=C(N)C1)[N+](=O)[O-] (5-methyl-2-nitroaniline), Cl (hydrochloric acid). Run in C(C)O (ethanol), O (water). Yields the product CC=1C=CC(=C(C1)NN=C(C(=O)OCC)C)[N+](=O)[O-] (Ethyl Pyruvate N-(5-methyl-2-nitrophenyl)hydrazone). RXN SMILES: [CH3:1][C:2]1[CH:3]=[CH:4][C:5]([N+:9]([O-:11])=[O:10])=[C:6]([CH:8]=1)[NH2:7].Cl.[N:13]([O-])=O.[Na+].[CH3:17][CH:18](C(C)=O)[C:19]([O:21][CH2:22][CH3:23])=[O:20].[OH-].[K+]>C(O)C.O>[CH3:1][C:2]1[CH:3]=[CH:4][C:5]([N+:9]([O-:11])=[O:10])=[C:6]([NH:7][N:13]=[C:18]([CH3:17])[C:19]([O:21][CH2:22][CH3:23])=[O:20])[CH:8]=1 |f:2.3,5.6|. Reported procedure: 75.0 g (493 mmol) of 5-methyl-2-nitroaniline was added to a mixed solution of 160 ml of water and 170 ml of concentrated hydrochloric acid and the mixture was stirred. To the mixture was added dropwise 80 ml of an aqueous solution containing 36.0 g (517 mmol) of sodium nitrite at −20° C. The reaction solution was added to a solution obtained by dissolving ethyl 2-methylacetoacetate in 100 ml of ethanol and then adding 200 ml of a 12N aqueous potassium hydroxide thereto, at −20° C. over 30 minute... Starting materials: BrCc1ccccc1, C1CCOC1, [H-], [Na+], O=C1CCC(Cc2ccc(-c3ccccc3)cc2)N1. Product: O=C1CCC(Cc2ccc(-c3ccccc3)cc2)N1Cc1ccccc1. RXN SMILES: [Br:20][CH2:21][c:22]1[cH:23][cH:24][cH:25][cH:26][cH:27]1.[CH2:30]1[O:31][CH2:32][CH2:33][CH2:34]1.[H-:29].[Na+:28].[c:1]1(-[c:14]2[cH:15][cH:16][cH:17][cH:18][cH:19]2)[cH:2][cH:3][c:4]([CH2:7][CH:8]2[CH2:9][CH2:10][C:11](=[O:13])[NH:12]2)[cH:5][cH:6]1>>[c:1]1(-[c:14]2[cH:15][cH:16][cH:17][cH:18][cH:19]2)[cH:2][cH:3][c:4]([CH2:7][CH:8]2[CH2:9][CH2:10][C:11](=[O:13])[N:12]2[CH2:21][c:22]2[cH:23][cH:24][cH:25][cH:26][cH:27]2)[cH:5][cH:6]1. Reactants: C(C)(C)(C)OC(=O)NCC1=CC=C(C=C1)CNC(=O)C1CC1 (N-(tert-butoxycarbonyl)-4-[(cyclopropanecarbonyl-amino)-methyl]-benzylamine), Cl (hydrogen chloride). The solvent is CCOC(=O)C (EtOAc), CO (MeOH). Run at time 8 hour. The product is C1(CC1)C(=O)NCC1=CC=C(CN)C=C1 (4-[(Cyclopropanecarbonyl-amino)-methyl]-benzylamine). Isolated yield 77.4%. RXN SMILES: C(OC([NH:8][CH2:9][C:10]1[CH:15]=[CH:14][C:13]([CH2:16][NH:17][C:18]([CH:20]2[CH2:22][CH2:21]2)=[O:19])=[CH:12][CH:11]=1)=O)(C)(C)C.Cl>CCOC(C)=O.CO>[CH:20]1([C:18]([NH:17][CH2:16][C:13]2[CH:12]=[CH:11][C:10]([CH2:9][NH2:8])=[CH:15][CH:14]=2)=[O:19])[CH2:21][CH2:22]1. Reported procedure: Dissolve N-(tert-butoxycarbonyl)-4-[(cyclopropanecarbonyl-amino)-methyl]-benzylamine (529 mg, 1.74 mmol) in EtOAc (20 mL) and MeOH (15 mL). Bubble hydrogen chloride through the solution for 15 min, and stir the mixture overnight at room temperature. Concentrate the mixture in vacuo and dissolve the resulting solid in water. Adjust the pH to 9-11 with 20% aqueous K2CO3 (w/w %) and extract three times with chloroform/iso-propanol (3:1). Dry the combined organic extracts over MgSO4, filter and conc... Reactants: [OH-].[Na+] (sodium hydroxide), O1CCOCC1 (dioxane), FC1=CC(=C2C(C(NC2=C1OC)=O)=O)C (6-fluoro-7-methoxy-4-methyl-1H-indole-2,3-dione), OO (hydrogen peroxide). Run in O (water), O (water). Conditions: time 1 hour. Product: NC1=C(C(=O)O)C(=CC(=C1OC)F)C (2-Amino-4-fluoro-3-methoxy-6-methylbenzoic acid). As a reaction SMILES: OO.[O:3]1CCOCC1.[F:9][C:10]1[C:18]([O:19][CH3:20])=[C:17]2[C:13]([C:14](=[O:22])C(=O)[NH:16]2)=[C:12]([CH3:23])[CH:11]=1.[OH-].[Na+]>O>[NH2:16][C:17]1[C:18]([O:19][CH3:20])=[C:10]([F:9])[CH:11]=[C:12]([CH3:23])[C:13]=1[C:14]([OH:22])=[O:3] |f:3.4|. Procedure details: With cooling with ice, a solution of 30% aqueous hydrogen peroxide (6.3 ml, 61.5 mmol) diluted with water (8.2 ml) was added to a dioxane (50 ml) solution of 6-fluoro-7-methoxy-4-methyl-1H-indole-2,3-dione (I-28) (2.57 g), at the same temperature, a water (230 ml) solution of sodium hydroxide (6.15 g, 153.8 mmol) was dropwise added, taking 1 hour, followed by stirring for 4 hours with gradually heating up to room temperature. The reaction liquid was washed twice with chloroform, acetic acid was ...